From a dataset of the Open Reaction Database (ORD), a public repository of structured organic reaction records. describe an organic reaction: reactants, conditions, products, and yield The reactants are C(#N)C1=C(CN2C(N(C(=C2)C2=NC(=NC=C2)S(=O)C)C2=CC=C(C=C2)F)=O)C=CC=C1 (1-(2-cyanobenzyl)-3-(4-fluorophenyl)-4-(2-methylsulfinylpyrimidin-4-yl)-4-imidazolin-2-one), NCCCO (3-aminopropanol). Run in O1CCOCC1 (dioxane). Reaction conditions: temperature 80 celsius, time 5 hour. The product is C(#N)C1=C(CN2C(N(C(=C2)C2=NC(=NC=C2)NCCCO)C2=CC=C(C=C2)F)=O)C=CC=C1 (1-(2-cyanobenzyl)-3-(4-fluorophenyl)-4-[2-(3-hydroxypropyl-amino)pyrimidin-4-yl]-4-imidazolin-2-one). Isolated yield 62.1%. As a reaction SMILES: [C:1]([C:3]1[CH:31]=[CH:30][CH:29]=[CH:28][C:4]=1[CH2:5][N:6]1[CH:10]=[C:9]([C:11]2[CH:16]=[CH:15][N:14]=[C:13](S(C)=O)[N:12]=2)[N:8]([C:20]2[CH:25]=[CH:24][C:23]([F:26])=[CH:22][CH:21]=2)[C:7]1=[O:27])#[N:2].[NH2:32][CH2:33][CH2:34][CH2:35][OH:36]>O1CCOCC1>[C:1]([C:3]1[CH:31]=[CH:30][CH:29]=[CH:28][C:4]=1[CH2:5][N:6]1[CH:10]=[C:9]([C:11]2[CH:16]=[CH:15][N:14]=[C:13]([NH:32][CH2:33][CH2:34][CH2:35][OH:36])[N:12]=2)[N:8]([C:20]2[CH:25]=[CH:24][C:23]([F:26])=[CH:22][CH:21]=2)[C:7]1=[O:27])#[N:2]. Reported procedure: A mixture of 70 mg of 1-(2-cyanobenzyl)-3-(4-fluorophenyl)-4-(2-methylsulfinylpyrimidin-4-yl)-4-imidazolin-2-one (Compound of Reference example 6(2) or Reference example 7(2)), 60.6 mg of 3-aminopropanol and 2 ml of dioxane was stirred at 80° C. for 5 hours. The reaction mixture was concentrated and then purified by silica gel column chromatography (chloroform: methanol=19:1) and crystallized from ether to give 44.6 mg of the title compound. Melting point: 166-167° C. Reactants: C[S-].[Na+] (sodium methyl mercaptide), N1C(CCC1)=O (pyrrolidone), C[O-].[Na+] (sodium methoxide), FC(C=1C=C(C=CC1)N1C(C(C(C1)CCl)Cl)=O)(F)F (N-(m-trifluoromethylphenyl)-3-chloro-4-chloromethyl-2-pyrrolidone). Solvent: CN(C=O)C (dimethylformamide), CO (methanol). Yields the product FC(C=1C=C(C=CC1)N1C(C(C(C1)CCl)SC)=O)(F)F (N-(m-Trifluoromethylphenyl)-3-methylthio-4-chloromethyl-2pyrrolidone). Yield: 85.0%. Reaction SMILES: [CH3:1][S-:2].[Na+].C[O-].[Na+].[F:7][C:8]([F:25])([F:24])[C:9]1[CH:10]=[C:11]([N:15]2[CH2:19][CH:18]([CH2:20][Cl:21])[CH:17](Cl)[C:16]2=[O:23])[CH:12]=[CH:13][CH:14]=1.N1CCCC1=O>CN(C)C=O.CO>[F:7][C:8]([F:25])([F:24])[C:9]1[CH:10]=[C:11]([N:15]2[CH2:19][CH:18]([CH2:20][Cl:21])[CH:17]([S:2][CH3:1])[C:16]2=[O:23])[CH:12]=[CH:13][CH:14]=1 |f:0.1,2.3|. Reported procedure: In the same manner as descried above for Example 1, sodium methyl mercaptide prepared from 6.5 g of a 25% methanol solution of sodium methoxide in 50 ml of dimethylformamide was added to 9.4 g (0.034 mole) of N-(m-trifluoromethylphenyl)-3-chloro-4-chloromethyl-2-pyrrolidone (prepared according to the procedure described in U.S. Pat. No. 4,069,038). The product weighed 9.3 g, representing 85% yield based on the pyrrolidone, structure confirmed by NMR analysis, with refractive index nD30 =1.5028. ...